Dataset: the Open Reaction Database (ORD), a public repository of structured organic reaction records. Task: describe an organic reaction: reactants, conditions, products, and yield Solvent: O1CCOCC1 (1,4-dioxane). Conditions: temperature 70 celsius, time 1 hour. Yield: 82.2%. The product is NC=1N=C(C2=C(N1)N(C(C(=C2)C#C[Si](C)(C)C)=O)C2CCC2)C (2-Amino-8-cyclobutyl-4-methyl-6-(2-(trimethylsilyl)ethynyl)pyrido[2,3-d]pyrimidin-7(8H)-one). The reactants are C(C)(C)N(CC)C(C)C (diisopropylethylamine), NC=1N=C(C2=C(N1)N(C(C(=C2)Br)=O)C2CCC2)C (2-Amino-6-bromo-8-cyclobutyl-4-methyl-8H-pyrido[2,3-d]pyrimidin-7-one), [Si](C)(C)(C)C#C (TMS-acetylene). Procedure details: A flask was charged with Pd(PPh3)2Cl2 (84.2 mg, 0.120 mmol) and copper iodide (34.3 mg, 0.180 mmol). To this were added 1,4-dioxane (12 mL) and diisopropylethylamine (0.84 mL, 4.8 mmol) via syringe. 2-Amino-6-bromo-8-cyclobutyl-4-methyl-8H-pyrido[2,3-d]pyrimidin-7-one (371 mg, 1.20 mmol) was introduced, and the resulting yellow solution was carefully sparged with nitrogen for 10 min. TMS-acetylene (0.50 mL, 3.6 mmol) was then added via syringe, and the resulting black solution was stirred at 70°... Reagents/catalysts: Cl[Pd]([P](C1=CC=CC=C1)(C2=CC=CC=C2)C3=CC=CC=C3)([P](C4=CC=CC=C4)(C5=CC=CC=C5)C6=CC=CC=C6)Cl (Pd(PPh3)2Cl2), [Cu](I)I (copper iodide). As a reaction SMILES: C(N(C(C)C)CC)(C)C.[NH2:10][C:11]1[N:12]=[C:13]([CH3:27])[C:14]2[CH:20]=[C:19](Br)[C:18](=[O:22])[N:17]([CH:23]3[CH2:26][CH2:25][CH2:24]3)[C:15]=2[N:16]=1.[Si:28]([C:32]#[CH:33])([CH3:31])([CH3:30])[CH3:29]>Cl[Pd](Cl)([P](C1C=CC=CC=1)(C1C=CC=CC=1)C1C=CC=CC=1)[P](C1C=CC=CC=1)(C1C=CC=CC=1)C1C=CC=CC=1.[Cu](I)I.O1CCOCC1>[NH2:10][C:11]1[N:12]=[C:13]([CH3:27])[C:14]2[CH:20]=[C:19]([C:33]#[C:32][Si:28]([CH3:31])([CH3:30])[CH3:29])[C:18](=[O:22])[N:17]([CH:23]3[CH2:26][CH2:25][CH2:24]3)[C:15]=2[N:16]=1 |^1:36,55|. Starting materials: CCO, O=[N+]([O-])c1ccncc1Nc1ccc2[nH]ccc2c1, O=[Pt]. Product: Nc1ccncc1Nc1ccc2[nH]ccc2c1. As a reaction SMILES: [CH3:20][CH2:21][OH:22].[N+:1]([O-:2])(=[O:3])[c:4]1[c:5]([NH:10][c:11]2[cH:12][c:13]3[cH:14][cH:15][nH:16][c:17]3[cH:18][cH:19]2)[cH:6][n:7][cH:8][cH:9]1.[Pt:23]=[O:24]>>[NH2:1][c:4]1[c:5]([NH:10][c:11]2[cH:12][c:13]3[cH:14][cH:15][nH:16][c:17]3[cH:18][cH:19]2)[cH:6][n:7][cH:8][cH:9]1. The reactants are C(C)(C)(C)OC(=O)N[C@H](C(=O)O)CC1CC1 ((2S)-2-[(tert-butoxycarbonyl)amino]-3-cyclopropylpropanoic acid). Solvent: O1CCCC1 (tetrahydrofuran), C1CCOC1 (THF). Conditions: time 3 hour. Yields the product C(C)(C)(C)OC(N[C@@H](CC1CC1)CO)=O (tert-butyl[(1S)-2-cyclopropyl-1-(hydroxymethyl)ethyl]carbamate). As a reaction SMILES: [C:1]([O:5][C:6]([NH:8][C@@H:9]([CH2:13][CH:14]1[CH2:16][CH2:15]1)[C:10](O)=[O:11])=[O:7])([CH3:4])([CH3:3])[CH3:2]>O1CCCC1>[C:1]([O:5][C:6](=[O:7])[NH:8][C@H:9]([CH2:10][OH:11])[CH2:13][CH:14]1[CH2:15][CH2:16]1)([CH3:2])([CH3:4])[CH3:3]. Procedure details: To a solution of (2S)-2-[(tert-butoxycarbonyl)amino]-3-cyclopropylpropanoic acid (2.5 g, 11 mmol) in tetrahydrofuran (30 mL) at 0° C. was added 1.0 M borane-THF complex in THF (32.4 mL). After addition, the reaction mixture was stirred at room temperature for 3 hours, then cooled down with an ice-bath, quenched by the slow addition of AcOH:MeOH (1:5, 20 mL) and the mixture was then warmed to room temperature for 2 hours. The THF volume was reduced by ½ and the product was partitioned between sat... Reactants: C(C)OC=1C=C(C=CC1OCC)C(C(C(=O)OC)(C)C)=O (methyl 3-(3,4-diethoxyphenyl)-2,2-dimethyl-3-oxopropanoate), C(C)OC=1C=C(C=CC1OCC)C(C(C(=O)OC)(C)C)=O (methyl 3-(3,4-diethoxyphenyl)-2,2-dimethyl-3-oxopropanoate), O.NN (hydrazine hydrate). The product is C(C)OC=1C=C(C=CC1OCC)C=1C(C(NN1)=O)(C)C (5-(3,4-diethoxyphenyl)-4,4-dimethyl-2,4-dihydro-3H-pyrazol-3-one). RXN SMILES: [CH2:1]([O:3][C:4]1[CH:5]=[C:6]([C:13](=O)[C:14]([CH3:20])([CH3:19])[C:15](OC)=[O:16])[CH:7]=[CH:8][C:9]=1[O:10][CH2:11][CH3:12])[CH3:2].O.[NH2:23][NH2:24]>>[CH2:1]([O:3][C:4]1[CH:5]=[C:6]([C:13]2[C:14]([CH3:20])([CH3:19])[C:15](=[O:16])[NH:23][N:24]=2)[CH:7]=[CH:8][C:9]=1[O:10][CH2:11][CH3:12])[CH3:2] |f:1.2|. Procedure details: Prepared analogously as described for example C1 using methyl 3-(3,4-diethoxyphenyl)-2,2-dimethyl-3-oxopropanoate (compound D2) and hydrazine hydrate as starting compounds. Starting materials: COC(=O)C=1C(=CC=C(C1)C(=O)OC)C1=CC(=CC=C1)NCCN(C(=O)OC(C)(C)C)C[C@H](O[Si](C)(C)C(C)(C)C)C1=CC(=CC=C1)Cl ((R)-3′-[[2-[[2-(3-chlorophenyl)-2-[[(tert-butyl)dimethylsilyl]oxy]ethyl][(tert-butoxy)carbonyl]amino]ethyl]amino]-[1,1′-biphenyl]-2,4-dicarboxylic acid dimethyl ester). Run in Cl (hydrochloric acid), O1CCOCC1 (dioxane). The product is Cl.Cl.COC(=O)C=1C(=CC=C(C1)C(=O)OC)C1=CC(=CC=C1)NCCNC[C@H](O)C1=CC(=CC=C1)Cl ((R)-3′-[[2-[[2-(3-Chlorophenyl)-2-hydroxyethyl]amino]ethyl]amino]-[1,1′-biphenyl]-2,4-dicarboxylic acid dimethyl ester dihydrochloride). Reaction SMILES: [CH3:1][O:2][C:3]([C:5]1[C:6]([C:15]2[CH:20]=[CH:19][CH:18]=[C:17]([NH:21][CH2:22][CH2:23][N:24]([CH2:32][C@@H:33]([C:42]3[CH:47]=[CH:46][CH:45]=[C:44]([Cl:48])[CH:43]=3)[O:34][Si](C(C)(C)C)(C)C)C(OC(C)(C)C)=O)[CH:16]=2)=[CH:7][CH:8]=[C:9]([C:11]([O:13][CH3:14])=[O:12])[CH:10]=1)=[O:4]>Cl.O1CCOCC1>[ClH:48].[ClH:48].[CH3:1][O:2][C:3]([C:5]1[C:6]([C:15]2[CH:20]=[CH:19][CH:18]=[C:17]([NH:21][CH2:22][CH2:23][NH:24][CH2:32][C@@H:33]([C:42]3[CH:47]=[CH:46][CH:45]=[C:44]([Cl:48])[CH:43]=3)[OH:34])[CH:16]=2)=[CH:7][CH:8]=[C:9]([C:11]([O:13][CH3:14])=[O:12])[CH:10]=1)=[O:4] |f:3.4.5|. Procedure: Assay Found: C 55.95; H 5.26; N 4.98%; C26H27Cl1N2O5.2HCl requires C 56.18; H 5.26; N 5.04%; from (R)-3′-[[2-[[2-(3-chlorophenyl)-2-[[(tert-butyl)dimethylsilyl]oxy]ethyl][(tert-butoxy)carbonyl]amino]ethyl]amino]-[1,1′-biphenyl]-2,4-dicarboxylic acid dimethyl ester (508 mg) in 4 N hydrochloric acid in dioxane (10 mL).